From a dataset of the Open Reaction Database (ORD), a public repository of structured organic reaction records. describe an organic reaction: reactants, conditions, products, and yield Reactants: C=1C=CC2=C(C1)N=NN2O (HOBt), C(C)(=O)N[C@H](C(=O)O)CC1=CC=CC=C1 ((S)-2-acetylamino-3-phenyl-propionic acid), CCN=C=NCCCN(C)C.Cl (EDCl), N[C@H](C(=O)NCCCCC)CC1=CC(=CC=C1)CN1S(N(C(C1)=O)CC1=CC=C(C=C1)OC)(=O)=O ((S)-2-amino-3-{3-[5-(4-methoxy-benzyl)-1,1,4-trioxo-1,2,5-thiadiazolidin-2-ylmethyl]-phenyl}-N-pentylpropionamide). Solvent: C(Cl)Cl (CH2Cl2). Reaction conditions: time 30 minute. Yields the product C(C)(=O)N[C@H](C(=O)N[C@H](C(=O)NCCCCC)CC1=CC(=CC=C1)CN1S(N(C(C1)=O)CC1=CC=C(C=C1)OC)(=O)=O)CC1=CC=CC=C1 ((S)-2-((S)-2-acetylamino-3-phenyl-propionylamino)-3-{3-[5-(4-methoxy-benzyl)-1,1,4-trioxo-1,2,5-thiadiazolidin-2-ylmethyl]-phenyl}-N-pentyl-propionamide). Reaction SMILES: C1C=CC2N(O)N=NC=2C=1.[C:11]([NH:14][C@@H:15]([CH2:19][C:20]1[CH:25]=[CH:24][CH:23]=[CH:22][CH:21]=1)[C:16](O)=[O:17])(=[O:13])[CH3:12].CCN=C=NCCCN(C)C.Cl.[NH2:38][C@@H:39]([CH2:48][C:49]1[CH:54]=[CH:53][CH:52]=[C:51]([CH2:55][N:56]2[CH2:60][C:59](=[O:61])[N:58]([CH2:62][C:63]3[CH:68]=[CH:67][C:66]([O:69][CH3:70])=[CH:65][CH:64]=3)[S:57]2(=[O:72])=[O:71])[CH:50]=1)[C:40]([NH:42][CH2:43][CH2:44][CH2:45][CH2:46][CH3:47])=[O:41]>C(Cl)Cl>[C:11]([NH:14][C@@H:15]([CH2:19][C:20]1[CH:21]=[CH:22][CH:23]=[CH:24][CH:25]=1)[C:16]([NH:38][C@@H:39]([CH2:48][C:49]1[CH:54]=[CH:53][CH:52]=[C:51]([CH2:55][N:56]2[CH2:60][C:59](=[O:61])[N:58]([CH2:62][C:63]3[CH:68]=[CH:67][C:66]([O:69][CH3:70])=[CH:65][CH:64]=3)[S:57]2(=[O:71])=[O:72])[CH:50]=1)[C:40]([NH:42][CH2:43][CH2:44][CH2:45][CH2:46][CH3:47])=[O:41])=[O:17])(=[O:13])[CH3:12] |f:2.3|. Procedure details: HOBt (19 mg, 0.125 mmol), (S)-2-acetylamino-3-phenyl-propionic acid (26 mg, 0.125 mmol) and EDCl (26 mg, 0.138 mmol) are added to a solution of the title G compound, (S)-2-amino-3-{3-[5-(4-methoxy-benzyl)-1,1,4-trioxo-1,2,5-thiadiazolidin-2-ylmethyl]-phenyl}-N-pentylpropionamide (63 mg, 0.125 mmol) in CH2Cl2 (4 mL) at RT. After 30 min, the reaction is concentrated. The product is taken up in EtOAc, washed with 1N aqueous HCl, saturated aqueous NaHCO3 and brine. The organic solution is dried over... Reactants: [N-]=[N+]=[N-].[Na+] (sodium azide), [Cl-].[NH4+] (ammonium chloride), OC1=C(C=CC(=C1CCC)OCC1=CC=C(C=C1)CC#N)C(C)=O (1-[2-Hydroxy-3-propyl-4-(4-cyanomethylphenylmethoxy)phenyl]ethanone). Run in [OH-].[Na+] (sodium hydroxide), CN(C=O)C (dimethylformamide). Run at temperature 100 celsius. Yields the product OC1=C(C=CC(=C1CCC)OCC1=CC=C(C=C1)CC1=NN=NN1)C(C)=O (1-{2-Hydroxy-3-propyl-4-(4-(1H-tetrazol-5-ylmethyl)phenylmethoxy)phenyl}ethanone). As a reaction SMILES: [OH:1][C:2]1[C:7]([CH2:8][CH2:9][CH3:10])=[C:6]([O:11][CH2:12][C:13]2[CH:18]=[CH:17][C:16]([CH2:19][C:20]#[N:21])=[CH:15][CH:14]=2)[CH:5]=[CH:4][C:3]=1[C:22](=[O:24])[CH3:23].[N-:25]=[N+:26]=[N-:27].[Na+].[Cl-].[NH4+]>CN(C)C=O.[OH-].[Na+]>[OH:1][C:2]1[C:7]([CH2:8][CH2:9][CH3:10])=[C:6]([O:11][CH2:12][C:13]2[CH:18]=[CH:17][C:16]([CH2:19][C:20]3[NH:27][N:26]=[N:25][N:21]=3)=[CH:15][CH:14]=2)[CH:5]=[CH:4][C:3]=1[C:22](=[O:24])[CH3:23] |f:1.2,3.4,6.7|. Procedure: 1-[2-Hydroxy-3-propyl-4-(4-cyanomethylphenylmethoxy)phenyl]ethanone (4.25 g; 0.013 m) was dissolved in dry dimethylformamide (70 ml) to which was added sodium azide (3.42 g; 0.052 m) and ammonium chloride (1.4 g; 0.026 m). The resulting suspension was heated at 100° C. for 20 hours with stirring under a capillary air condenser. The cooled suspension was poured onto water with stirring, acidified and filtered to give a pale brown solid. The solid was taken up in aqueous sodium hydroxide (2N), was... The reactants are C(C1=CC=CC=C1)=O (benzaldehyde), [I-].CC1=CC=[N+](C=C1)CCO (4-methyl-N-(2-hydroxyethyl)pyridinium iodide). The solvent is C(C)O (ethanol). Product: [I-].C(C)N(CCO)C1=CC=C(/C=C/C2=CC=[N+](C=C2)CCO)C=C1 (trans-4-[p-(N-ethyl-N-hydroxyethylamino)styryl]-N-hydroxyethylpyridinium iodide). Isolated yield 67.0%. Reaction SMILES: [CH:1](=O)[C:2]1[CH:7]=[CH:6][CH:5]=[CH:4][CH:3]=1.[I-:9].[CH3:10][C:11]1[CH:16]=[CH:15][N+:14]([CH2:17][CH2:18][OH:19])=[CH:13][CH:12]=1>C(O)C>[I-:9].[CH2:13]([N:14]([C:5]1[CH:6]=[CH:7][C:2](/[CH:1]=[CH:10]/[C:11]2[CH:16]=[CH:15][N+:14]([CH2:17][CH2:18][OH:19])=[CH:13][CH:12]=2)=[CH:3][CH:4]=1)[CH2:17][CH2:18][OH:19])[CH3:12] |f:1.2,4.5|. Procedure details: Following the procedure of Example 6, equimolar amounts of 4-N-ethyl-N-hydroxyethylamino)benzaldehyde, prepared according to Example 2, and 4-methyl-N-(2-hydroxyethyl)pyridinium iodide, prepared according to Example 4, were reacted in ethanol at reflux, overnight. Upon cooling, dye3 precipitated as a red solid and was collected by filtration, washed, and dried. Yield: 67%. 1H-NMR (DMSO)-d6): δ 1.0 (t, 3H), 3.3 (q, 2H), 3.40 (q, 2H), 3.50 (t, 2H), 3.80 (q, 2H), 4.40 (t, 2H), 4.70 (t, 1H), 5.2 (t,...